Dataset: the Open Reaction Database (ORD), a public repository of structured organic reaction records. Task: describe an organic reaction: reactants, conditions, products, and yield Starting materials: [H-].[Al+3].[Li+].[H-].[H-].[H-] (lithium aluminum hydride), C(C)(C)(C)OC(=O)N1CCC(CC1)N(CC1=CC(=CC=C1)C(=O)O)C1=CC2=C(SC=C2)C=C1 (4-[benzo[b]thiophen-5-yl-(3-carboxy-benzyl)-amino]-piperidine-1-carboxylic acid tert-butyl ester). Run in C1CCOC1 (THF). Conditions: time 1 hour. Product: C(C)(C)(C)OC(=O)N1CCC(CC1)N(CC1=CC(=CC=C1)CO)C1=CC2=C(SC=C2)C=C1 (4-[benzo[b]thiophen-5-yl-(3-hydroxymethyl-benzyl)-amino]-piperidine-1-carboxylic acid tert-butyl ester). Yield: 36.8%. RXN SMILES: [H-].[Al+3].[Li+].[H-].[H-].[H-].[C:7]([O:11][C:12]([N:14]1[CH2:19][CH2:18][CH:17]([N:20]([C:31]2[CH:39]=[CH:38][C:34]3[S:35][CH:36]=[CH:37][C:33]=3[CH:32]=2)[CH2:21][C:22]2[CH:27]=[CH:26][CH:25]=[C:24]([C:28](O)=[O:29])[CH:23]=2)[CH2:16][CH2:15]1)=[O:13])([CH3:10])([CH3:9])[CH3:8]>C1COCC1>[C:7]([O:11][C:12]([N:14]1[CH2:19][CH2:18][CH:17]([N:20]([C:31]2[CH:39]=[CH:38][C:34]3[S:35][CH:36]=[CH:37][C:33]=3[CH:32]=2)[CH2:21][C:22]2[CH:27]=[CH:26][CH:25]=[C:24]([CH2:28][OH:29])[CH:23]=2)[CH2:16][CH2:15]1)=[O:13])([CH3:10])([CH3:8])[CH3:9] |f:0.1.2.3.4.5|. Reported procedure: A solution of lithium aluminum hydride (1.0 M, 0.24 mL, 0.24 mmol) was added at 0° C. to a solution of 4-[benzo[b]thiophen-5-yl-(3-carboxy-benzyl)-amino]-piperidine-1-carboxylic acid tert-butyl ester (55 mg, 0.12 mmol) in THF (2 mL). The reaction mixture was stirred for 1 hour and it was then quenched by addition of water, MeOH (1 drop) and an aqueous solution of KOH (15%, 2 drops). The resulting mixture was stirred for 15 minutes and it was filtered over a celite pad. The filtrate was evaporate... Starting materials: CCN=C=NCCCN(C)C, ClC(Cl)Cl, O=C(O)c1ccc(Cl)cc1NC1CCCC1, Cl, CN1C(=O)CCc2ccc(N)cc21. Product: CN1C(=O)CCc2ccc(NC(=O)c3ccc(Cl)cc3NC3CCCC3)cc21. RXN SMILES: [CH2:2]([N:3]=[C:4]=[N:5][CH2:6][CH2:7][CH2:8][N:9]([CH3:10])[CH3:11])[CH3:12].[CH:42]([Cl:43])([Cl:44])[Cl:45].[Cl:13][c:14]1[cH:15][c:16]([NH:23][CH:24]2[CH2:25][CH2:26][CH2:27][CH2:28]2)[c:17]([C:18](=[O:19])[OH:20])[cH:21][cH:22]1.[ClH:1].[NH2:29][c:30]1[cH:31][cH:32][c:33]2[c:38]([cH:39]1)[N:37]([CH3:40])[C:36](=[O:41])[CH2:35][CH2:34]2>>[Cl:13][c:14]1[cH:15][c:16]([NH:23][CH:24]2[CH2:25][CH2:26][CH2:27][CH2:28]2)[c:17]([C:18](=[O:20])[NH:29][c:30]2[cH:31][cH:32][c:33]3[c:38]([cH:39]2)[N:37]([CH3:40])[C:36](=[O:41])[CH2:35][CH2:34]3)[cH:21][cH:22]1. Reactants: C[N+]1([O-])CCOCC1, CC#N, CCOC(C)=O, OCc1c[nH]c(-c2c(F)cccc2F)c1. Product: O=Cc1c[nH]c(-c2c(F)cccc2F)c1. RXN SMILES: [CH3:16][N+:17]1([O-:23])[CH2:18][CH2:19][O:20][CH2:21][CH2:22]1.[CH3:24][C:25]#[N:26].[CH3:27][CH2:28][O:29][C:30](=[O:31])[CH3:32].[F:1][c:2]1[c:3](-[c:9]2[cH:10][c:11]([CH2:14][OH:15])[cH:12][nH:13]2)[c:4]([F:8])[cH:5][cH:6][cH:7]1>>[F:1][c:2]1[c:3](-[c:9]2[cH:10][c:11]([CH:14]=[O:15])[cH:12][nH:13]2)[c:4]([F:8])[cH:5][cH:6][cH:7]1. Reactants: C1(=CC=CC=C1)S(=O)(=O)Cl (benzenesulfonyl chloride), CN1C(=CC(=C1)[N+](=O)[O-])C(=O)O (1-Methyl-4-nitro-1H-pyrrole-2-carboxylic acid), C([O-])([O-])=O.[Na+].[Na+] (sodium carbonate). Reagents/catalysts: [Pd] (Pd/C). Solvent: C1CCOC1 (THF). Reaction conditions: temperature 0 celsius, time 2 hour. Yields the product CN1C(=CC(=C1)NS(=O)(=O)C1=CC=CC=C1)C(=O)O (1-methyl-4-(phenylsulfonamido)-1H-pyrrole-2-carboxylic acid). Isolated yield 93.7%. Reaction SMILES: [CH3:1][N:2]1[CH:6]=[C:5]([N+:7]([O-])=O)[CH:4]=[C:3]1[C:10]([OH:12])=[O:11].C(=O)([O-])[O-].[Na+].[Na+].[C:19]1([S:25](Cl)(=[O:27])=[O:26])[CH:24]=[CH:23][CH:22]=[CH:21][CH:20]=1>[Pd].C1COCC1>[CH3:1][N:2]1[CH:6]=[C:5]([NH:7][S:25]([C:19]2[CH:24]=[CH:23][CH:22]=[CH:21][CH:20]=2)(=[O:27])=[O:26])[CH:4]=[C:3]1[C:10]([OH:12])=[O:11] |f:1.2.3|. Reported procedure: 1-Methyl-4-nitro-1H-pyrrole-2-carboxylic acid (Int. 15) (350 mg, 2.057 mmol) was dissolved in aqueous 1M sodium carbonate (15 ml, 15.00 mmol); 10% Pd/C (219 mg) was added, and the mixture was hydrogenated in a Parr apparatus at 40 psi for 2 hours. The catalyst was filtered off maintaining the mixture under nitrogen flow and the filtrate was collected in a cooled flask (ice bath). THF (20 ml) and benzenesulfonyl chloride (0.318 ml, 2.469 mmol) were added to the cooled solution and the resulting m...